Dataset: the Open Reaction Database (ORD), a public repository of structured organic reaction records. Task: describe an organic reaction: reactants, conditions, products, and yield Reactants: FC1=C(O[C@@H]2C(N(CCC2)C2CCNCC2)=O)C=C(C(=C1)S(=O)(=O)C)F ((S)-3-(2,5-difluoro-4-(methylsulfonyl)phenoxy)-[1,4′-bipiperidin]-2-one), CCN(C(C)C)C(C)C (DIEA), ClC1=NC=C(N=C1)Cl (2,5-dichloropyrazine). Solvent: CN(C)C=O (DMF), CCOC(=O)C (EtOAc). The product is ClC=1N=CC(=NC1)N1CCC(CC1)N1C([C@H](CCC1)OC1=C(C=C(C(=C1)F)S(=O)(=O)C)F)=O ((S)-1′-(5-chloropyrazin-2-yl)-3-(2,5-difluoro-4-(methylsulfonyl)phenoxy)-[1,4′-bipiperidin]-2-one). Yield: 3.9%. Reaction SMILES: [F:1][C:2]1[CH:21]=[C:20]([S:22]([CH3:25])(=[O:24])=[O:23])[C:19]([F:26])=[CH:18][C:3]=1[O:4][C@H:5]1[CH2:10][CH2:9][CH2:8][N:7]([CH:11]2[CH2:16][CH2:15][NH:14][CH2:13][CH2:12]2)[C:6]1=[O:17].CCN(C(C)C)C(C)C.[Cl:36][C:37]1[CH:42]=[N:41][C:40](Cl)=[CH:39][N:38]=1>CN(C=O)C.CCOC(C)=O>[Cl:36][C:37]1[N:38]=[CH:39][C:40]([N:14]2[CH2:15][CH2:16][CH:11]([N:7]3[CH2:8][CH2:9][CH2:10][C@H:5]([O:4][C:3]4[CH:18]=[C:19]([F:26])[C:20]([S:22]([CH3:25])(=[O:24])=[O:23])=[CH:21][C:2]=4[F:1])[C:6]3=[O:17])[CH2:12][CH2:13]2)=[N:41][CH:42]=1. Reported procedure: A stirred solution of (S)-3-(2,5-difluoro-4-(methylsulfonyl)phenoxy)-[1,4′-bipiperidin]-2-one (Preparation G; 40 mg, 0.103 mmol), DIEA (90 μL, 0.515 mmol), and 2,5-dichloropyrazine (30.7 mg, 0.206 mmol) in DMF (1 mL) was heated at 100° C. in a sealed tube for 2 hours. The mixture was cooled, diluted with EtOAc (25 mL), washed with brine, dried over Na2SO4 and concentrated in vacuo. The residue was purified by preparative TLC (EtOAc/DCM 4:1) to afford (S)-1′-(5-chloropyrazin-2-yl)-3-(2,5-difluoro... Reactants: C(C)(=S)[O-].[K+] (potassium thioacetate), C(C)(=S)[O-].[K+] (potassium thioacetate), C(C1=CC=CC=C1)(=O)C(C(C(=O)N1[C@H](C(=O)O)CCC1)C)Br (1-(3-benzoyl-3-bromo-2-methylpropionyl)-L-proline), 3-bromo. The solvent is C(C)O (ethanol), C(C)O (ethanol). Conditions: time 18 hour. Yields the product C(C)(=O)SC(C(C(=O)N1[C@H](C(=O)O)CCC1)C)C(C1=CC=CC=C1)=O (1-(3-Acetylthio-3-benzoyl-2-methylpropionyl)-L-proline). RXN SMILES: [C:1]([O-:4])(=[S:3])[CH3:2].[K+].[C:6]([CH:14](Br)[CH:15]([CH3:26])[C:16]([N:18]1[CH2:25][CH2:24][CH2:23][C@H:19]1[C:20]([OH:22])=[O:21])=[O:17])(=[O:13])[C:7]1[CH:12]=[CH:11][CH:10]=[CH:9][CH:8]=1>C(O)C>[C:1]([S:3][CH:14]([C:6](=[O:13])[C:7]1[CH:8]=[CH:9][CH:10]=[CH:11][CH:12]=1)[CH:15]([CH3:26])[C:16]([N:18]1[CH2:25][CH2:24][CH2:23][C@H:19]1[C:20]([OH:22])=[O:21])=[O:17])(=[O:4])[CH3:2] |f:0.1|. Procedure details: To a suspension of 0.47 g of potassium thioacetate in 10 ml. of ethanol is added 1.25 g. of 1-(3-benzoyl-3-bromo-2-methylpropionyl)-L-proline (Example 11, 3-bromo derivative of isomer A). The mixture is stirred for 18 hours, the solvent is removed in vacuo and the residue is partitioned between dichloromethane and water. The organic layer is washed with water, then sodium chloride solution and dried over magnesium sulfate. The solvent is removed in vacuo giving a yellow glass which is dissolved ... Reactants: C(C)C1C(CC(C1)CO)C(=O)OC(C)(C)C (tert-butyl 2-ethyl-4-(hydroxymethyl)cyclopentanecarboxylate), TEA, CS(=O)(=O)Cl (methanesulfonyl chloride). Solvent: C(Cl)Cl (DCM). Reaction conditions: temperature 25 celsius, time 16 hour. The product is C(C)C1C(CC(C1)COS(=O)(=O)C)C(=O)OC(C)(C)C (tert-butyl 2-ethyl-4-((methylsulfonyloxy)methyl)cyclopentanecarboxylate). Yield: 99.9%. RXN SMILES: [CH2:1]([CH:3]1[CH2:7][CH:6]([CH2:8][OH:9])[CH2:5][CH:4]1[C:10]([O:12][C:13]([CH3:16])([CH3:15])[CH3:14])=[O:11])[CH3:2].[CH3:17][S:18](Cl)(=[O:20])=[O:19]>C(Cl)Cl>[CH2:1]([CH:3]1[CH2:7][CH:6]([CH2:8][O:9][S:18]([CH3:17])(=[O:20])=[O:19])[CH2:5][CH:4]1[C:10]([O:12][C:13]([CH3:15])([CH3:14])[CH3:16])=[O:11])[CH3:2]. Procedure details: To a solution of tert-butyl 2-ethyl-4-(hydroxymethyl)cyclopentanecarboxylate (0.220 g, 0.964 mmol) in DCM (5 mL) was added TEA (0.16 mL, 1.15 mmol) and methanesulfonyl chloride (0.083 mL, 1.06 mmol) at about 0° C. The reaction mixture was allowed to warm to about 25° C. and stirred at about 25° C. for about 16 h. The reaction mixture was partitioned between water (20 mL) and DCM (20 mL). The aqueous solution was washed with DCM (2×20 mL). The combined organic extracts were dried over anhydrous M... Starting materials: COC(CS(=O)(=O)Cl)=O (chlorosulfonyl-acetic acid methyl ester), N1CCOCC1 (morpholine). Run in ClCCl (dichloromethane). Conditions: time 2 hour. The product is COC(CS(=O)(=O)N1CCOCC1)=O ((Morpholine-4-sulfonyl)acetic acid methyl ester). Reaction SMILES: [CH3:1][O:2][C:3](=[O:9])[CH2:4][S:5](Cl)(=[O:7])=[O:6].[NH:10]1[CH2:15][CH2:14][O:13][CH2:12][CH2:11]1>ClCCl>[CH3:1][O:2][C:3](=[O:9])[CH2:4][S:5]([N:10]1[CH2:15][CH2:14][O:13][CH2:12][CH2:11]1)(=[O:7])=[O:6]. Reported procedure: To chlorosulfonyl-acetic acid methyl ester (3.39 g, 19.6 mmol) in dichloromethane (50 mL) is added morpholine (8.6 mL, 98 mmol). The resulting mixture is stirred at rt during 2 h and the solvent is evaporated to yield the title compound. Reactants: CC1=NC2=C(C=C(C=C2N=C1C)CO)C ((2,3,8-trimethyl-quinoxalin-6-yl)-methanol), S(=O)(Cl)Cl (thionyl chloride). The solvent is C(Cl)Cl (methylene chloride). Product: Cl.ClCC=1C=C2N=C(C(=NC2=C(C1)C)C)C (6-chloromethyl-2,3,8-trimethyl-quinoxaline-hydrochloride). As a reaction SMILES: [CH3:1][C:2]1[C:11]([CH3:12])=[N:10][C:9]2[C:4](=[C:5]([CH3:15])[CH:6]=[C:7]([CH2:13]O)[CH:8]=2)[N:3]=1.S(Cl)([Cl:18])=O>C(Cl)Cl>[ClH:18].[Cl:18][CH2:13][C:7]1[CH:8]=[C:9]2[C:4](=[C:5]([CH3:15])[CH:6]=1)[N:3]=[C:2]([CH3:1])[C:11]([CH3:12])=[N:10]2 |f:3.4|. Reported procedure: Prepared by treating (2,3,8-trimethyl-quinoxalin-6-yl)-methanol with thionyl chloride in methylene chloride. Starting materials: ClCCl, ClC(Cl)Cl, [Cl-], O=S(=O)(c1ccc2cc(Cl)ccc2c1)N1CCNCC1, O=C(Cl)c1ccc(Cl)nn1, c1ccncc1. Yields the product O=C(c1ccc(Cl)nn1)N1CCN(S(=O)(=O)c2ccc3cc(Cl)ccc3c2)CC1. Reaction SMILES: [CH2:32]([Cl:33])[Cl:34].[CH:41]([Cl:42])([Cl:43])[Cl:44].[Cl-:31].[Cl:1][c:2]1[cH:3][c:4]2[cH:5][cH:6][c:7]([S:12](=[O:13])(=[O:14])[N:15]3[CH2:16][CH2:17][NH:18][CH2:19][CH2:20]3)[cH:8][c:9]2[cH:10][cH:11]1.[Cl:21][c:22]1[cH:23][cH:24][c:25]([C:28](=[O:29])[Cl:30])[n:26][n:27]1.[cH:35]1[cH:36][cH:37][n:38][cH:39][cH:40]1>>[Cl:1][c:2]1[cH:3][c:4]2[cH:5][cH:6][c:7]([S:12](=[O:13])(=[O:14])[N:15]3[CH2:16][CH2:17][N:18]([C:28]([c:25]4[cH:24][cH:23][c:22]([Cl:21])[n:27][n:26]4)=[O:29])[CH2:19][CH2:20]3)[cH:8][c:9]2[cH:10][cH:11]1.